Dataset: the Open Reaction Database (ORD), a public repository of structured organic reaction records. Task: describe an organic reaction: reactants, conditions, products, and yield Starting materials: N1=CC=C(C=C1)C=CC(=O)OCC (Ethyl 3-(4-pyridyl)acrylate). Yield: 95.0%. Product: N1=CC=C(C=C1)CCC(=O)OCC (ethyl 3-(4-pyridyl)propionate). The reagents and catalysts are [Pd] (Pd on carbon). Solvent: C(C)O (ethanol). Reported procedure: Ethyl 3-(4-pyridyl)acrylate (16.62 g, 93.8 mmol) was hydrogenated in 80 ml of ethanol over 5% Pd on carbon (2 g) at 60 psi at room temperature for 16 hours. After evaporation, the residue was dissolved in 200 ml of diethyl ether and filtered through diatomaceous silica and concentrated to afford 15.97 g (95% yield) of the subtitle compound. D. Preparation of thyl 3-(4-(2-hydroxymethyl)pyridyl)propionate RXN SMILES: [N:1]1[CH:6]=[CH:5][C:4]([CH:7]=[CH:8][C:9]([O:11][CH2:12][CH3:13])=[O:10])=[CH:3][CH:2]=1>C(O)C.[Pd]>[N:1]1[CH:6]=[CH:5][C:4]([CH2:7][CH2:8][C:9]([O:11][CH2:12][CH3:13])=[O:10])=[CH:3][CH:2]=1. RXN SMILES: [CH2:26]1[O:27][CH2:28][CH2:29][CH2:30]1.[CH2:2]([CH2:3][c:4]1[cH:5][cH:6][cH:7][cH:8][cH:9]1)[OH:10].[I:11][CH2:12][Sn:13]([CH2:14][CH2:15][CH2:16][CH3:17])([CH2:18][CH2:19][CH2:20][CH3:21])[CH2:22][CH2:23][CH2:24][CH3:25].[KH:1]>>[CH2:2]([CH2:3][c:4]1[cH:5][cH:6][cH:7][cH:8][cH:9]1)[O:10][CH2:12][Sn:13]([CH2:14][CH2:15][CH2:16][CH3:17])([CH2:18][CH2:19][CH2:20][CH3:21])[CH2:22][CH2:23][CH2:24][CH3:25]. Yields the product CCCC[Sn](CCCC)(CCCC)COCCc1ccccc1. The reactants are C1CCOC1, OCCc1ccccc1, CCCC[Sn](CI)(CCCC)CCCC, [KH]. The reactants are FC(COCC#N)(F)F ((2,2,2-trifluoroethoxy)acetonitrile), [Na] (sodium), CO (methanol). Product: FC(COCC(OC)=N)(F)F (Methyl 2-(2,2,2-trifluoroethoxy)acetimidate). Reaction SMILES: [F:1][C:2]([F:9])([F:8])[CH2:3][O:4][CH2:5][C:6]#[N:7].[Na].[CH3:11][OH:12]>>[F:1][C:2]([F:9])([F:8])[CH2:3][O:4][CH2:5][C:6](=[NH:7])[O:12][CH3:11] |^1:9|. Procedure details: Obtained using the procedure described in section a of Example 2, starting with 19.6 g (0.141 mole) of (2,2,2-trifluoroethoxy)acetonitrile and 0.3 g (0.013 gram-atom) of sodium in 95 ml of methanol. Reaction time: 24 hours. Yld: 15.6 g (65%), b.p.15 44°-47° C. The reactants are Cn1nnc2sccc2c1=O, O, O=[N+]([O-])O, O=S(=O)(O)O. Product: Cn1nnc2sc([N+](=O)[O-])cc2c1=O. RXN SMILES: [CH3:6][n:7]1[n:8][n:9][c:10]2[c:11]([c:12]1=[O:13])[cH:14][cH:15][s:16]2.[OH2:21].[OH:17][N+:18]([O-:19])=[O:20].[S:1](=[O:2])(=[O:3])([OH:4])[OH:5]>>[CH3:6][n:7]1[n:8][n:9][c:10]2[c:11]([c:12]1=[O:13])[cH:14][c:15]([N+:18](=[O:17])[O-:19])[s:16]2. Starting materials: 1,1-carbonyldiimidazole, C(C)(C)(C)OC(=O)N1CC2=C(CC1)SC(=C2)C(=O)O (5-t-Butoxycarbonyl-4,5,6,7-tetrahydro-thieno[3,2-c]pyridine-2-carboxylic acid), O1CCOCC1.N (ammonia dioxane). Solvent: O1CCCC1 (tetrahydrofuran). Conditions: time 1 hour. The product is C(C)(C)(C)OC(=O)N1CC2=C(CC1)SC(=C2)C(N)=O (5-t-Butoxycarbonyl-2-carbamoyl-4,5,6,7-tetrahydro-thieno[3,2-c]pyridine). As a reaction SMILES: [C:1]([O:5][C:6]([N:8]1[CH2:13][CH2:12][C:11]2[S:14][C:15]([C:17]([OH:19])=O)=[CH:16][C:10]=2[CH2:9]1)=[O:7])([CH3:4])([CH3:3])[CH3:2].O1CCOCC1.[NH3:26]>O1CCCC1>[C:1]([O:5][C:6]([N:8]1[CH2:13][CH2:12][C:11]2[S:14][C:15]([C:17](=[O:19])[NH2:26])=[CH:16][C:10]=2[CH2:9]1)=[O:7])([CH3:4])([CH3:3])[CH3:2] |f:1.2|. Procedure details: 5-t-Butoxycarbonyl-4,5,6,7-tetrahydro-thieno[3,2-c]pyridine-2-carboxylic acid (570 mg, 2.0 mmol) was dissolved in anhydrous tetrahydrofuran (10 ml), and the solution was mixed with 1,1-carbonyldiimidazole (320 mg, 2.0 mmol) and stirred at room temperature for 1 hour. The reaction solution was mixed with ammonia dioxane solution (0.5 M, 8.0 ml, 4.0 mmol) and the stirring was continued for 16 hours. The solvent was removed by evaporation from the reaction solution under a reduced pressure, and the... The reactants are C1(=CC=CC=C1)C (toluene), I-Bromooctane, C(CCC(=O)C)(=O)O (levulinic acid), C(=O)([O-])[O-].[K+].[K+] (K2CO3). Reagents/catalysts: [Br-].C(CCC)[N+](CCCC)(CCCC)CCCC (tetrabutylammonium bromide). The solvent is CN(C)C=O (DMF). Run at time 8 hour. Yields the product C(CCC(=O)C)(=O)OCCCCCCCC (octyl levulinate). As a reaction SMILES: [C:1]([OH:8])(=[O:7])[CH2:2][CH2:3][C:4]([CH3:6])=[O:5].[C:9]([O-])([O-])=O.[K+].[K+].[C:15]1([CH3:21])[CH:20]=[CH:19][CH:18]=[CH:17][CH:16]=1>[Br-].C([N+](CCCC)(CCCC)CCCC)CCC.CN(C=O)C>[C:1]([O:8][CH2:9][CH2:16][CH2:17][CH2:18][CH2:19][CH2:20][CH2:15][CH3:21])(=[O:7])[CH2:2][CH2:3][C:4]([CH3:6])=[O:5] |f:1.2.3,5.6|. Procedure details: I-Bromooctane (332 g, 1.72 mol) was added to a stirring mixture of levulinic acid (200 g, 1.72 mol), tetrabutylammonium bromide (55.1 g, 0.17 mol), and K2CO3 (357 g, 2.58 mol) in DMF (500 mL) drop-wise and stirred at room temperature for overnight. The resulting mixture was diluted in toluene and the organic layer was washed with HCl (10%), brine, and water. The solvent was concentrated in vacuo and the oil was purified by vacuum distillation to afford the product octyl levulinate as a clear oil... The reactants are C1(=CC=CC=C1)P(C1=CC=CC=C1)C1=CC=CC=C1 (triphenylphosphine), N(=NC(=O)OCC)C(=O)OCC (diethyl azodicarboxylate), OC[C@@H]1CCC(N1C)=O ((S)-5-(hydroxymethyl)-1-methylpyrrolidin-2-one), OC=1C=NC=CC1 (3-hydroxypyridine). The solvent is O1CCCC1 (tetrahydrofuran), O1CCCC1 (tetrahydrofuran). Reaction conditions: time 5 minute. The product is CN1C(CC[C@H]1COC=1C=NC=CC1)=O ((S)-1-Methyl-5-((pyridin-3-yloxy)methyl)pyrrolidin-2-one). Reaction SMILES: C1(P(C2C=CC=CC=2)C2C=CC=CC=2)C=CC=CC=1.N(C(OCC)=O)=NC(OCC)=O.[OH:32][CH2:33][C@H:34]1[N:38]([CH3:39])[C:37](=[O:40])[CH2:36][CH2:35]1.O[C:42]1[CH:43]=[N:44][CH:45]=[CH:46][CH:47]=1>O1CCCC1>[CH3:39][N:38]1[C@H:34]([CH2:33][O:32][C:42]2[CH:43]=[N:44][CH:45]=[CH:46][CH:47]=2)[CH2:35][CH2:36][C:37]1=[O:40]. Procedure details: To a stirred solution of 1.57 g (6.0 mmole) triphenylphosphine in 30 ml dry tetrahydrofuran under argon atmosphere at −15° C. 0.95 ml (1.05 g, 6.0 mmole) diethyl azodicarboxylate was added, drop by drop for 5 minutes, then 0.517 g (4.0 mmole) (S)-5-(hydroxymethyl)-1-methylpyrrolidin-2-one in 5 ml dry tetrahydrofuran and 0.40 g (4.2 mmole) 3-hydroxypyridine were added and stirred for 10 minutes, then kept overnight in a refrigerator at −20° C. The solution was evaporated at 35° C. in good vacuum;...